This data is from the Open Reaction Database (ORD), a public repository of structured organic reaction records. The task is: describe an organic reaction: reactants, conditions, products, and yield Reactants: N(=O)[O-].[Na+] (sodium nitrite), N1=CC=C(C=C1)C=CC1=CC=C(C=C1)N (4-(2-pyridin-4-yl-vinyl)-phenylamine), ice, [N-]=[N+]=[N-].[Na+] (sodium azide), C([O-])(O)=O.[Na+] (sodium bicarbonate). Solvent: O (water), Cl (HCl), O (water). Conditions: temperature 2.5 celsius, time 1 hour. Product: N(=[N+]=[N-])C1=CC=C(C=C1)C=CC1=CC=NC=C1 (4-[2-(4-azido-phenyl)-vinyl]-pyridine). The yield is 82.7%. Reaction SMILES: N([O-])=O.[Na+].[N:5]1[CH:10]=[CH:9][C:8]([CH:11]=[CH:12][C:13]2[CH:18]=[CH:17][C:16]([NH2:19])=[CH:15][CH:14]=2)=[CH:7][CH:6]=1.[N-:20]=[N+:21]=[N-].[Na+].C(=O)(O)[O-].[Na+]>O.Cl>[N:19]([C:16]1[CH:15]=[CH:14][C:13]([CH:12]=[CH:11][C:8]2[CH:9]=[CH:10][N:5]=[CH:6][CH:7]=2)=[CH:18][CH:17]=1)=[N+:20]=[N-:21] |f:0.1,3.4,5.6|. Reported procedure: A solution of sodium nitrite (1.76 g, 25.5 mmol) in 10 mL water was added dropwise to a solution of 4-(2-pyridin-4-yl-vinyl)-phenylamine (2.0 g, 10.2 mmol) in 102 mL 4M HCl at 2-3° C. After stirring the mixture at this temperature for 1 hr, a solution of sodium azide (1.32 g, 20.4 mmol) in 10 mL water was slowly added dropwise, maintaining the temperature at 2-3° C. Stirring was continued for 30 min at this temperature and then the ice bath was allowed to come to ambient temperature while stirri...